Dataset: the Open Reaction Database (ORD), a public repository of structured organic reaction records. Task: describe an organic reaction: reactants, conditions, products, and yield The reactants are C(C1=CC=CC=C1)C1=C(C2=C(S1)C=CC=C2)\C=C\C2=CC=C(C=C2)OC (trans-2-benzyl-3-[2-(4-methoxy-phenyl)-vinyl]-benzo[b]thiophene). Reagents/catalysts: [Pd] (palladium on carbon). The solvent is CCOC(=O)C (EtOAc). Product: C(C1=CC=CC=C1)C1=C(C2=C(S1)C=CC=C2)CCC2=CC=C(C=C2)OC (2-Benzyl-3-[2-(4-methoxy-phenyl)-ethyl]-benzo[b]thiophene). As a reaction SMILES: [CH2:1]([C:8]1[S:12][C:11]2[CH:13]=[CH:14][CH:15]=[CH:16][C:10]=2[C:9]=1/[CH:17]=[CH:18]/[C:19]1[CH:24]=[CH:23][C:22]([O:25][CH3:26])=[CH:21][CH:20]=1)[C:2]1[CH:7]=[CH:6][CH:5]=[CH:4][CH:3]=1>CCOC(C)=O.[Pd]>[CH2:1]([C:8]1[S:12][C:11]2[CH:13]=[CH:14][CH:15]=[CH:16][C:10]=2[C:9]=1[CH2:17][CH2:18][C:19]1[CH:24]=[CH:23][C:22]([O:25][CH3:26])=[CH:21][CH:20]=1)[C:2]1[CH:3]=[CH:4][CH:5]=[CH:6][CH:7]=1. Reported procedure: At ambient temperature, a mixture of cis and trans-2-benzyl-3-[2-(4-methoxy-phenyl)-vinyl]-benzo[b]thiophene in EtOAc and 10% palladium on carbon was stirred under H2 (atmospheric conditions). The reaction was filtered and the filtrate concentrated to give the title compound as a white solid, mp 68-70° C. 1H NMR; consistent. mass spectrum (EI) m/z 358 (M+). Anal. Calcd. for C24H22OS: C, 80.41; H, 6.19; N, 0.00. Found: C, 80.20; H, 6.18; N, 0.03.